This data is from the Open Reaction Database (ORD), a public repository of structured organic reaction records. The task is: describe an organic reaction: reactants, conditions, products, and yield The reactants are ClC=1C=C(CN2CC(OCC2)CN)C=CC1Cl ([4-(3,4-Dichlorobenzyl)morpholin-2-yl]methylamine), N(=C=O)CCC1=CC=CC=C1 ((2-isocyanatoethyl)benzene). Yields the product ClC=1C=C(CN2CC(OCC2)CNC(=O)NCCC2=CC=CC=C2)C=CC1Cl (N-{[4-(3,4-Dichlorobenzyl)morpholin-2-yl]methyl}-N′-(2-phenylethyl)urea). Reaction SMILES: [Cl:1][C:2]1[CH:3]=[C:4]([CH:14]=[CH:15][C:16]=1[Cl:17])[CH2:5][N:6]1[CH2:11][CH2:10][O:9][CH:8]([CH2:12][NH2:13])[CH2:7]1.[N:18]([CH2:21][CH2:22][C:23]1[CH:28]=[CH:27][CH:26]=[CH:25][CH:24]=1)=[C:19]=[O:20]>>[Cl:1][C:2]1[CH:3]=[C:4]([CH:14]=[CH:15][C:16]=1[Cl:17])[CH2:5][N:6]1[CH2:11][CH2:10][O:9][CH:8]([CH2:12][NH:13][C:19]([NH:18][CH2:21][CH2:22][C:23]2[CH:28]=[CH:27][CH:26]=[CH:25][CH:24]=2)=[O:20])[CH2:7]1. Procedure details: Example 8 was prepared in an analogous manner to Example 1 using a mixture of Intermediate 3 (0.025 g) and (2-isocyanatoethyl)benzene (18.9 μl) to give the title compound (0.0312 g). LC-MS (System A): Rt 2.29 mins, Mass Spectrum m/z 422 [MH+]. Reactants: Cc1c(-c2ccc(OCc3ccccc3)cc2)n(Cc2ccc(OCCCCl)cc2)c2ccc(OCc3ccccc3)cc12, C1CCNCC1, CS(C)=O, [I-], [K+], CN(C)C=O, O. The product is Cc1c(-c2ccc(OCc3ccccc3)cc2)n(Cc2ccc(OCCCN3CCCCC3)cc2)c2ccc(OCc3ccccc3)cc12. As a reaction SMILES: [CH2:1]([c:2]1[cH:3][cH:4][cH:5][cH:6][cH:7]1)[O:8][c:9]1[cH:10][c:11]2[c:12]([CH3:44])[c:13](-[c:30]3[cH:31][cH:32][c:33]([O:36][CH2:37][c:38]4[cH:39][cH:40][cH:41][cH:42][cH:43]4)[cH:34][cH:35]3)[n:14]([CH2:18][c:19]3[cH:20][cH:21][c:22]([O:25][CH2:26][CH2:27][CH2:28][Cl:29])[cH:23][cH:24]3)[c:15]2[cH:16][cH:17]1.[CH2:47]1[CH2:48][CH2:49][NH:50][CH2:51][CH2:52]1.[CH3:59][S:60]([CH3:61])=[O:62].[I-:46].[K+:45].[O:54]=[CH:55][N:56]([CH3:57])[CH3:58].[OH2:53]>>[CH2:1]([c:2]1[cH:3][cH:4][cH:5][cH:6][cH:7]1)[O:8][c:9]1[cH:10][c:11]2[c:12]([CH3:44])[c:13](-[c:30]3[cH:31][cH:32][c:33]([O:36][CH2:37][c:38]4[cH:39][cH:40][cH:41][cH:42][cH:43]4)[cH:34][cH:35]3)[n:14]([CH2:18][c:19]3[cH:20][cH:21][c:22]([O:25][CH2:26][CH2:27][CH2:28][N:50]4[CH2:49][CH2:48][CH2:47][CH2:52][CH2:51]4)[cH:23][cH:24]3)[c:15]2[cH:16][cH:17]1. The reactants are C1OC=2C=C(CCN)C=CC2O1 (3,4-methylenedioxyphenethylamine), ClC=1C2=C(N=C(N1)C1=CC=NO1)SC(=C2)C(F)(F)F (4-chloro-2-(isoxazol-5-yl)-6-trifluoromethyl-thieno-[2,3-d]-pyrimidine). Product: O1N=CC=C1C=1N=C(C2=C(N1)SC(=C2)C(F)(F)F)NCCC2=CC1=C(C=C2)OCO1 (2-(isoxazol-5-yl)-4-(3,4-methylenedioxyphenethylamino)-6-trifluoromethyl-thieno-[2,3-d]-pyrimidine). RXN SMILES: [CH2:1]1[O:12][C:11]2[CH:10]=[CH:9][C:5]([CH2:6][CH2:7][NH2:8])=[CH:4][C:3]=2[O:2]1.Cl[C:14]1[C:15]2[CH:27]=[C:26]([C:28]([F:31])([F:30])[F:29])[S:25][C:16]=2[N:17]=[C:18]([C:20]2[O:24][N:23]=[CH:22][CH:21]=2)[N:19]=1>>[O:24]1[C:20]([C:18]2[N:19]=[C:14]([NH:8][CH2:7][CH2:6][C:5]3[CH:9]=[CH:10][C:11]4[O:12][CH2:1][O:2][C:3]=4[CH:4]=3)[C:15]3[CH:27]=[C:26]([C:28]([F:30])([F:31])[F:29])[S:25][C:16]=3[N:17]=2)=[CH:21][CH:22]=[N:23]1. Reported procedure: With the procedure of Example 1, the reaction of 3,4-methylenedioxyphenethylamine with 4-chloro-2-(isoxazol-5-yl)-6-trifluoromethyl-thieno-[2,3-d]-pyrimidine yields 2-(isoxazol-5-yl)-4-(3,4-methylenedioxyphenethylamino)-6-trifluoromethyl-thieno-[2,3-d]-pyrimidine. The reactants are [O-]Br, C1CCOC1, [Cl-], [NH4+], [Na+], C#Cc1ccccc1. The product is BrC#Cc1ccccc1. RXN SMILES: [Br:1][O-:2].[CH2:14]1[O:15][CH2:16][CH2:17][CH2:18]1.[Cl-:12].[NH4+:13].[Na+:3].[c:4]1([C:10]#[CH:11])[cH:5][cH:6][cH:7][cH:8][cH:9]1>>[Br:1][C:11]#[C:10][c:4]1[cH:5][cH:6][cH:7][cH:8][cH:9]1. Starting materials: CCC(=NC#N)NC(C)c1ccc(Cl)cc1Cl, CN(C)C=O, [H-], CI, [Na+]. Yields the product CCC(=NC#N)N(C)C(C)c1ccc(Cl)cc1Cl. As a reaction SMILES: [C:1](#[N:2])[N:3]=[C:4]([CH2:5][CH3:6])[NH:7][CH:8]([CH3:9])[c:10]1[c:11]([Cl:17])[cH:12][c:13]([Cl:16])[cH:14][cH:15]1.[CH3:22][N:23]([CH3:24])[CH:25]=[O:26].[H-:18].[I:20][CH3:21].[Na+:19]>>[C:1](#[N:2])[N:3]=[C:4]([CH2:5][CH3:6])[N:7]([CH:8]([CH3:9])[c:10]1[c:11]([Cl:17])[cH:12][c:13]([Cl:16])[cH:14][cH:15]1)[CH3:21]. Run in C1CCOC1 (THF). The reactants are [Si](C)(C)(C(C)(C)C)O[C@H]1CCC[C@@]2([C@H](CC[C@@H]12)[C@@]1(C[C@@H](CO1)CC(C)(O)C)C)C (1-((3S,5S)-tetrahydro-5-((3S,3aS,7S,7aR)-octahydro-7-(tert-butyldimethylsilyloxy)-3a-methyl-1H-inden-3-yl)-5-methylfuran-3-yl)-2-methylpropan-2-ol), [N+](CCCC)(CCCC)(CCCC)CCCC.[F-] (nBu4NF), O (H2O), CCOC(=O)C (EtOAc). Product: OC(C[C@H]1C[C@@](OC1)(C)[C@H]1CC[C@H]2[C@H](CCC[C@]12C)O)(C)C ((1S,3aR,4S,7aS)-octahydro-1-((2S,4S)-tetrahydro-4-(2-hydroxy-2-methylpropyl)-2-methylfuran-2-yl)-7a-methyl-1H-inden-4-ol). RXN SMILES: [Si]([O:8][C@@H:9]1[C@H:17]2[C@@:13]([CH3:29])([C@@H:14]([C@@:18]3([CH3:28])[O:22][CH2:21][C@@H:20]([CH2:23][C:24]([CH3:27])([OH:26])[CH3:25])[CH2:19]3)[CH2:15][CH2:16]2)[CH2:12][CH2:11][CH2:10]1)(C(C)(C)C)(C)C.[N+](CCCC)(CCCC)(CCCC)CCCC.[F-].O.CCOC(C)=O>C1COCC1>[OH:26][C:24]([CH3:27])([CH3:25])[CH2:23][C@@H:20]1[CH2:21][O:22][C@@:18]([C@@H:14]2[C@:13]3([CH3:29])[C@H:17]([C@@H:9]([OH:8])[CH2:10][CH2:11][CH2:12]3)[CH2:16][CH2:15]2)([CH3:28])[CH2:19]1 |f:1.2|. Procedure: A solution of 13 (330 mg, 0.78 mmol) in dry THF (4 mL) was treated with nBu4NF (1.02 g, 3.25 mmol). The mixture was heated at reflux for 90 h. H2O (20 mL) and EtOAc (20 mL) were added. The aqueous layer was extracted with EtOAc (4×20 mL) and the combined organic layer was dried (Na2SO4) and concentrated in vacuum. The residue was purified by flash chromatography (SiO2, 2×5.5 cm, 30% EtOAc-hexanes) to give 13a (224 mg, 93%, white solid, mp: 98° C.). Isolated yield 92.5%. Reactants: crude mixture, CC(C)(C)OC(=O)N1CCC=2C(CC1)=CN(N2)C2=CC=C(C(=O)O)C=C2 (4-[6-{[(1,1-dimethylethyl)oxy]carbonyl}-5,6,7,8-tetrahydropyrazolo[3,4-d]azepin-2(4H)-yl]benzoic acid), CN (Methylamine), O=C(N1C=NC=C1)N1C=NC=C1 (1,1′-(oxomethanediyl)bis-1H-imidazole). The solvent is O (water), ClCCl (dichloromethane). Reaction conditions: time 8 hour. The product is CNC(=O)C1=CC=C(C=C1)N1N=C2CCN(CCC2=C1)C(=O)OC(C)(C)C (1,1-Dimethylethyl 2-{4-[(methylamino)carbonyl]phenyl}-4,5,7,8-tetrahydropyrazolo[3,4-d]azepine-6(2H)-carboxylate). Reaction SMILES: [CH3:1][C:2]([O:5][C:6]([N:8]1[CH2:14][CH2:13][C:12]2=[CH:15][N:16]([C:18]3[CH:26]=[CH:25][C:21]([C:22]([OH:24])=O)=[CH:20][CH:19]=3)[N:17]=[C:11]2[CH2:10][CH2:9]1)=[O:7])([CH3:4])[CH3:3].O=[C:28](N1C=CN=C1)[N:29]1C=CN=C1.CN>ClCCl.O>[CH3:28][NH:29][C:22]([C:21]1[CH:20]=[CH:19][C:18]([N:16]2[CH:15]=[C:12]3[C:11]([CH2:10][CH2:9][N:8]([C:6]([O:5][C:2]([CH3:4])([CH3:3])[CH3:1])=[O:7])[CH2:14][CH2:13]3)=[N:17]2)=[CH:26][CH:25]=1)=[O:24]. Procedure details: To a suspension of 4-[6-{[(1,1-dimethylethyl)oxy]carbonyl}-5,6,7,8-tetrahydropyrazolo[3,4-d]azepin-2(4H)-yl]benzoic acid (may be prepared as described in Description 23) (185 mg, 0.52 mmol) in dichloromethane (10 ml) was added 1,1′-(oxomethanediyl)bis-1H-imidazole (168 mg, 1.04 mmol) and the reaction stirred at room temperature, under argon, overnight. Methylamine (64 mg, 2.07 mmol) was added and stirring continued, under argon, at room temperature for 4 hours. The resulting crude mixture was di...